Dataset: the Open Reaction Database (ORD), a public repository of structured organic reaction records. Task: describe an organic reaction: reactants, conditions, products, and yield The reactants are ClC(=O)N1C2=C(NC(C3=C1C=CC=C3)=O)C=CC=N2 (11-(chlorocarbonyl)-5,11-dihydro-6H-pyrido[2,3-b][1,4]benzodiazepin-6-one), N1(CCCCC1)CCCC1CN(CCC1)CCN (2[3-[3-(piperidin-1-yl)propyl]-piperidin-1-yl]ethanamine), N (ammonia). Solvent: ClCCl.CO (dichloromethane methanol). Yields the product N1(CCCCC1)CCCC1CN(CCC1)CCNC(=O)N1C2=C(NC(C3=C1C=CC=C3)=O)C=CC=N2 (5,11-Dihydro-11-[[[2-[3-[3-(piperidin-1-yl)propyl]-piperidin-1-yl]ethyl]amino]carbonyl]-6H-pyrido[2,3-b][1,4]benzodiazepin-6-one). The yield is 14.0%. Reaction SMILES: Cl[C:2]([N:4]1[C:10]2[CH:11]=[CH:12][CH:13]=[CH:14][C:9]=2[C:8](=[O:15])[NH:7][C:6]2[CH:16]=[CH:17][CH:18]=[N:19][C:5]1=2)=[O:3].[N:20]1([CH2:26][CH2:27][CH2:28][CH:29]2[CH2:34][CH2:33][CH2:32][N:31]([CH2:35][CH2:36][NH2:37])[CH2:30]2)[CH2:25][CH2:24][CH2:23][CH2:22][CH2:21]1.N>ClCCl.CO>[N:20]1([CH2:26][CH2:27][CH2:28][CH:29]2[CH2:34][CH2:33][CH2:32][N:31]([CH2:35][CH2:36][NH:37][C:2]([N:4]3[C:10]4[CH:11]=[CH:12][CH:13]=[CH:14][C:9]=4[C:8](=[O:15])[NH:7][C:6]4[CH:16]=[CH:17][CH:18]=[N:19][C:5]3=4)=[O:3])[CH2:30]2)[CH2:25][CH2:24][CH2:23][CH2:22][CH2:21]1 |f:3.4|. Procedure: Prepared analogously to Example 46 from 11-(chlorocarbonyl)-5,11-dihydro-6H-pyrido[2,3-b][1,4]benzodiazepin-6-one and 2[3-[3-(piperidin-1-yl)propyl]-piperidin-1-yl]ethanamine in a yield of 14% of theory. Colourless amorphous substance, RF 0.13 (Macherey-Nagel, Polygram® SIL G/UV254, pre-coated plastic sheets for TLC, eluant: dichloromethane/methanol/conc. ammonia 90/10/1 v/v).